Task: describe an organic reaction: reactants, conditions, products, and yield. Dataset: the Open Reaction Database (ORD), a public repository of structured organic reaction records Starting materials: CC(C)(C)OC(=O)n1c(CCl)nc2ccccc21, O=C([O-])O, Cc1ccc2c(n1)C(NCCCCN1C(=O)c3ccccc3C1=O)CCC2, CC#N, CCN(C(C)C)C(C)C, [I-], [K+], [Na+]. The product is Cc1ccc2c(n1)C(N(CCCCN1C(=O)c3ccccc3C1=O)Cc1nc3ccccc3n1C(=O)OC(C)(C)C)CCC2. RXN SMILES: [C:28]([CH3:29])([CH3:30])([CH3:31])[O:32][C:33](=[O:34])[n:35]1[c:36]([CH2:44][Cl:45])[n:37][c:38]2[c:39]1[cH:40][cH:41][cH:42][cH:43]2.[C:57](=[O:58])([OH:59])[O-:60].[CH3:1][c:2]1[n:3][c:4]2[c:9]([cH:10][cH:11]1)[CH2:8][CH2:7][CH2:6][CH:5]2[NH:12][CH2:13][CH2:14][CH2:15][CH2:16][N:17]1[C:18](=[O:27])[c:19]2[cH:20][cH:21][cH:22][cH:23][c:24]2[C:25]1=[O:26].[CH3:62][C:63]#[N:64].[CH:48]([N:49]([CH:50]([CH3:51])[CH3:52])[CH2:53][CH3:54])([CH3:55])[CH3:56].[I-:47].[K+:46].[Na+:61]>>[CH3:1][c:2]1[n:3][c:4]2[c:9]([cH:10][cH:11]1)[CH2:8][CH2:7][CH2:6][CH:5]2[N:12]([CH2:13][CH2:14][CH2:15][CH2:16][N:17]1[C:18](=[O:27])[c:19]2[cH:20][cH:21][cH:22][cH:23][c:24]2[C:25]1=[O:26])[CH2:44][c:36]1[n:35]([C:33]([O:32][C:28]([CH3:29])([CH3:30])[CH3:31])=[O:34])[c:39]2[c:38]([n:37]1)[cH:43][cH:42][cH:41][cH:40]2. Yields the product CCC#CCC1C(=O)C=CC1CC(=O)OC. Starting materials: CCC#CCC1(C(=O)OC(C)(C)C)C(=O)C=CC1CC(=O)OC, O=C([O-])O, [Na+], Cc1ccc(S(=O)(=O)O)cc1, c1ccccc1. As a reaction SMILES: [C:1]([O:2][C:3](=[O:4])[C:8]1([CH2:19][C:20]#[C:21][CH2:22][CH3:23])[CH:9]([CH2:14][C:15](=[O:16])[O:17][CH3:18])[CH:10]=[CH:11][C:12]1=[O:13])([CH3:5])([CH3:6])[CH3:7].[C:35](=[O:36])([OH:37])[O-:38].[Na+:39].[c:24]1([CH3:25])[cH:26][cH:27][c:28]([S:29]([OH:30])(=[O:31])=[O:32])[cH:33][cH:34]1.[cH:40]1[cH:41][cH:42][cH:43][cH:44][cH:45]1>>[CH:8]1([CH2:19][C:20]#[C:21][CH2:22][CH3:23])[CH:9]([CH2:14][C:15](=[O:16])[O:17][CH3:18])[CH:10]=[CH:11][C:12]1=[O:13]. The reactants are O=C([O-])[O-], COC(=O)c1cnc(Br)c(-c2ccc(Cl)cc2)n1, CS(C)=O, [Cs+], [Cs+], CC(O)C(F)(F)F. The product is COC(=O)c1cnc(OC(C)C(F)(F)F)c(-c2ccc(Cl)cc2)n1. RXN SMILES: [C:19](=[O:20])([O-:21])[O-:22].[CH3:1][O:2][C:3](=[O:4])[c:5]1[n:6][c:7](-[c:12]2[cH:13][cH:14][c:15]([Cl:18])[cH:16][cH:17]2)[c:8]([Br:11])[n:9][cH:10]1.[CH3:32][S:33]([CH3:34])=[O:35].[Cs+:23].[Cs+:24].[F:25][C:26]([CH:27]([CH3:28])[OH:29])([F:30])[F:31]>>[CH3:1][O:2][C:3](=[O:4])[c:5]1[n:6][c:7](-[c:12]2[cH:13][cH:14][c:15]([Cl:18])[cH:16][cH:17]2)[c:8]([O:29][CH:27]([C:26]([F:25])([F:30])[F:31])[CH3:28])[n:9][cH:10]1. Yield: 53.0%. Procedure details: 4,5-Difluoro-1,2-phenylenediamine (2.87 g, 19.91 mmol), isopropyl isothiocyanate (2.19 g, 21.65 mmol), 1-cyclohexyl-3-(2-morpholinoethyl)carbodiimide metho-p-toluenesulfonate (11.38 g, 26.87 mmol) and pyridine (75 mL) were used according to general method I. The product was recrystallized from 1,4-dioxane to afford 2.23 g (53%) of a white solid; m.p. 188-189° C. Anal. Calcd for C10H11F2N3: C, 56.87; A, 5.25; N, 19.89. Found C, 56.95; H, 5.25; N, 19.98. The product is FC1=CC2=C(NC(=N2)NC(C)C)C=C1F (5,6-Difluoro-2-(isopropylamino)-1H-benzimidazole). The solvent is N1=CC=CC=C1 (pyridine). Starting materials: FC1=CC(=C(C=C1F)N)N (4,5-Difluoro-1,2-phenylenediamine), C(C)(C)N=C=S (isopropyl isothiocyanate), CC1=CC=C(C=C1)S(=O)(=O)[O-].C[N+]1(CCOCC1)CCN=C=NC2CCCCC2 (1-cyclohexyl-3-(2-morpholinoethyl)carbodiimide metho-p-toluenesulfonate). RXN SMILES: [F:1][C:2]1[C:7]([F:8])=[CH:6][C:5]([NH2:9])=[C:4]([NH2:10])[CH:3]=1.[CH:11]([N:14]=[C:15]=S)([CH3:13])[CH3:12].CC1C=CC(S([O-])(=O)=O)=CC=1.C[N+]1(CCN=C=NC2CCCCC2)CCOCC1>N1C=CC=CC=1>[F:1][C:2]1[C:7]([F:8])=[CH:6][C:5]2[NH:9][C:15]([NH:14][CH:11]([CH3:13])[CH3:12])=[N:10][C:4]=2[CH:3]=1 |f:2.3|. Starting materials: [N+](=O)([O-])C=1C=C(C=CC1)C=1OC=2C(N1)=C(C=CC2)C(=O)O (2-(3-nitrophenyl)benzo[d]oxazole-4-carboxylic acid), C=1C=CC2=C(C1)N=NN2O (HOBt), [NH4+].[Cl-] (NH4Cl), CCN(C(C)C)C(C)C (DIPEA), CCN=C=NCCCN(C)C (EDCI). The solvent is O (water), CN(C)C=O (DMF). Reaction conditions: temperature 30 celsius, time 17 hour. The product is [N+](=O)([O-])C=1C=C(C=CC1)C=1OC=2C(N1)=C(C=CC2)C(=O)N (2-(3-nitrophenyl)benzo[d]oxazole-4-carboxamide). Yield: 49.4%. RXN SMILES: [N+:1]([C:4]1[CH:5]=[C:6]([C:10]2[O:11][C:12]3[C:13](=[C:15]([C:19]([OH:21])=O)[CH:16]=[CH:17][CH:18]=3)[N:14]=2)[CH:7]=[CH:8][CH:9]=1)([O-:3])=[O:2].C1C=CC2N(O)N=[N:28]C=2C=1.[NH4+].[Cl-].CCN(C(C)C)C(C)C.CCN=C=NCCCN(C)C>CN(C=O)C.O>[N+:1]([C:4]1[CH:5]=[C:6]([C:10]2[O:11][C:12]3[C:13](=[C:15]([C:19]([NH2:28])=[O:21])[CH:16]=[CH:17][CH:18]=3)[N:14]=2)[CH:7]=[CH:8][CH:9]=1)([O-:3])=[O:2] |f:2.3|. Procedure details: To a solution of 2-(3-nitrophenyl)benzo[d]oxazole-4-carboxylic acid (1.42 g, 5 mmol) in DMF (70 mL) was added HOBt (0.75 g, 5.5 mmol), NH4Cl (0.27 g, 5.0 mmol), DIPEA (1.94 g, 15.0 mmol) and EDCI (1.15 g, 6.0 mmol). The mixture was stirred at 30° C. for 17 hr. To the resulting mixture, water (10 mL) was added and 1N aqueous hydrochloric acid to pH=3, then filtered, the filtrate was washed with saturated sodium bicarbonate solution (100 mL×2), brine (100 mL×2) and dried in vacuum to get a crude p... Reactants: C(#N)CC1=CC=C(C(=O)O)C=C1 (4-(cyanomethyl)benzoic acid), S(=O)(Cl)Cl (thionyl chloride). Yields the product C(#N)CC1=CC=C(C(=O)Cl)C=C1 (4-cyanomethylbenzoyl chloride). As a reaction SMILES: [C:1]([CH2:3][C:4]1[CH:12]=[CH:11][C:7]([C:8](O)=[O:9])=[CH:6][CH:5]=1)#[N:2].S(Cl)([Cl:15])=O>>[C:1]([CH2:3][C:4]1[CH:12]=[CH:11][C:7]([C:8]([Cl:15])=[O:9])=[CH:6][CH:5]=1)#[N:2]. Procedure details: Ten grams of 4-(cyanomethyl)benzoic acid is refluxed in 70 mls. of thionyl chloride for four hours. The solvents are removed leaving a residue of 4-cyanomethylbenzoyl chloride. To a solution of 5.5 g. of 3-amino-2-hydroxy pyridine in cold pyridine there is added slowly, with cooling, 8 g. of 4-cyanomethyl benzoyl chloride. The mixture is allowed to come to room temperature and stirred overnight. The mixture is added to 300 ml. of ice and the solid amide separated by filtration and recrystallized...